Task: describe an organic reaction: reactants, conditions, products, and yield. Dataset: the Open Reaction Database (ORD), a public repository of structured organic reaction records Product: COC1=C(C=CC=C1)C=1C=C2C(=CC(NC2=CC1)(C)C)CNC1=CC=CC=C1 ([6-(2-methoxyphenyl)-2,2-dimethyl-1,2-dihydroquinolin-4-ylmethyl]phenylamine). Solvent: C(CC)S (1-propanethiol). As a reaction SMILES: [CH3:1][O:2][C:3]1[CH:8]=[CH:7][CH:6]=[CH:5][C:4]=1[C:9]1[CH:10]=[C:11]2[C:16](=[CH:17][CH:18]=1)[NH:15][C:14]([CH3:20])([CH3:19])[CH:13]=[C:12]2[CH2:21]SCCC.BrCC1[C:37]2[C:32](=[CH:33][CH:34]=[C:35](C3C=CC=CC=3OC)[CH:36]=2)[NH:31]C(C)(C)C=1.C(=O)([O-])[O-].[K+].[K+]>C(S)CC>[CH3:1][O:2][C:3]1[CH:8]=[CH:7][CH:6]=[CH:5][C:4]=1[C:9]1[CH:10]=[C:11]2[C:16](=[CH:17][CH:18]=1)[NH:15][C:14]([CH3:19])([CH3:20])[CH:13]=[C:12]2[CH2:21][NH:31][C:32]1[CH:37]=[CH:36][CH:35]=[CH:34][CH:33]=1 |f:2.3.4|. Reported procedure: 6-(2-Methoxyphenyl)-2,2-dimethyl-4-propylsulfanylmethyl-1,2-dihydroquinoline 80 mg of 4-bromomethyl-6-(2-methoxyphenyl)-2,2-dimethyl-1,2-dihydroquinoline, 46 mg of potassium carbonate, and 20 μL of 1-propanethiol reacted to give 13 mg of the title compound as an oil. The reactants are COC1=C(C=CC=C1)C=1C=C2C(=CC(NC2=CC1)(C)C)CSCCC (6-(2-Methoxyphenyl)-2,2-dimethyl-4-propylsulfanylmethyl-1,2-dihydroquinoline), BrCC1=CC(NC2=CC=C(C=C12)C1=C(C=CC=C1)OC)(C)C (4-bromomethyl-6-(2-methoxyphenyl)-2,2-dimethyl-1,2-dihydroquinoline), C([O-])([O-])=O.[K+].[K+] (potassium carbonate). Starting materials: C(C1=CC(C=O)=CC=C1)=O (isophtalaldehyde), NaBH. Run in C(C)O (ethanol). Product: OCC=1C=C(C=O)C=CC1 (3-hydroxYmethylbenzaldehyde). RXN SMILES: [CH:1](=[O:10])[C:2]1[CH:9]=[CH:8][CH:7]=[C:4]([CH:5]=[O:6])[CH:3]=1>C(O)C>[OH:10][CH2:1][C:2]1[CH:3]=[C:4]([CH:7]=[CH:8][CH:9]=1)[CH:5]=[O:6]. Procedure details: To a solution of isophtalaldehyde (8 g) in ethanol (80 mL) at room temperature was added NaBH portion wise, until about 50% reaction by TLC. The reaction mixture was quenched with 25% ammonium acetate, extracted with ethyl acetate, which was washed with brine (2x), dried over sodium sulfate, filtered and evaporated to dryness. Purification of the residue by flash chromatography using 50% ether in hexane afforded the pure title compound. Starting materials: Cl(=O)(=O)(=O)[O-].C(CCC)C1CCC[N+]=2CCC3=C(C12)NC1=CC=CC=C13 (1-n-butyl-2,3,4,6,7,12-hexahydro-indolo(2,3 -a)quinolizinium perchlorate), ClCCl (dichloromethane), [OH-].[Na+] (sodium hydroxide). Run in O (water). Reaction conditions: time 3 day. Product: Cl(=O)(=O)(=O)[O-].C(CCC)C1(CCC[N+]=2CCC3=C(C12)NC1=CC=CC=C13)CCC#N (1-n-butyl-1-(2-cyanoethyl)- 1,2,3,4,6,7-hexahydro- 12H-indolo(2,3 -a)quinolizinium perchlorate). Isolated yield 64.1%. Reaction SMILES: [Cl:1]([O-:5])(=[O:4])(=[O:3])=[O:2].[CH2:6]([CH:10]1[C:19]2[C:18]3[NH:20][C:21]4[C:26]([C:17]=3[CH2:16][CH2:15][N+:14]=2[CH2:13][CH2:12][CH2:11]1)=[CH:25][CH:24]=[CH:23][CH:22]=4)[CH2:7][CH2:8][CH3:9].ClCCl.[OH-].[Na+]>O>[Cl:1]([O-:5])(=[O:4])(=[O:3])=[O:2].[CH2:6]([C:10]1([CH2:11][CH2:12][C:13]#[N:14])[C:19]2[C:18]3[NH:20][C:21]4[C:26]([C:17]=3[CH2:16][CH2:15][N+:14]=2[CH2:13][CH2:12][CH2:11]1)=[CH:25][CH:24]=[CH:23][CH:22]=4)[CH2:7][CH2:8][CH3:9] |f:0.1,3.4,6.7|. Procedure details: 5.0 g. (13.3 mmoles) of 1-n-butyl-2,3,4,6,7,12-hexahydro-indolo(2,3 -a)quinolizinium perchlorate are suspended in 50 ml. of dichloromethane, and 50 ml. of distilled water and 10 ml. of 2 n sodium hydroxide are added to the suspension under constant stirring in argon atmosphere. The reaction mixture is stirred for 10 minutes, thereafter the organic phase is separated, and dried over anhydrous potassium carbonate. The drying agent is filtered off, 5.0 ml. (71 mmoles) of freshly distilled acrylonit... Starting materials: COC1=CC=CC2=C1N=CS2 (4-methoxybenzothiazole), [Li]CCCC (n-BuLi), C(C)(C)(C)OC(=O)N1CCC(CC1)C(N(C)OC)=O (4-(methoxy-methyl-carbamoyl)-piperidine-1-carboxylic acid tert-butyl ester). The solvent is C1CCOC1 (THF), C1CCOC1 (THF). Product: C(C)(C)(C)OC(=O)N1CCC(CC1)C(=O)C=1SC2=C(N1)C(=CC=C2)OC (4-(4-methoxy-benzothiazole-2-carbonyl)-piperidine-1-carboxylic acid tert-butyl ester). Yield: 60.0%. RXN SMILES: [CH3:1][O:2][C:3]1[C:8]2[N:9]=[CH:10][S:11][C:7]=2[CH:6]=[CH:5][CH:4]=1.[Li]CCCC.[C:17]([O:21][C:22]([N:24]1[CH2:29][CH2:28][CH:27]([C:30](=[O:35])N(OC)C)[CH2:26][CH2:25]1)=[O:23])([CH3:20])([CH3:19])[CH3:18]>C1COCC1>[C:17]([O:21][C:22]([N:24]1[CH2:29][CH2:28][CH:27]([C:30]([C:10]2[S:11][C:7]3[CH:6]=[CH:5][CH:4]=[C:3]([O:2][CH3:1])[C:8]=3[N:9]=2)=[O:35])[CH2:26][CH2:25]1)=[O:23])([CH3:20])([CH3:19])[CH3:18]. Procedure details: To a solution of 4-methoxybenzothiazole (413 mg, 2.5 mmol) in THF (10 ml) at −75° C. was added dropwise n-BuLi (2.5M in Hex, 1.1 ml) such that the temperature did not exceed −70° C. The brown solution was stirred at this temperature for 15 min before the dropwise addition of a solution of 4-(methoxy-methyl-carbamoyl)-piperidine-1-carboxylic acid tert-butyl ester (680 mg, 2.5 mmol) in THF (2 ml). The temperature was also kept below −70° C. The brown solution was then gradually allowed to reach RT... The reactants are [BH4-], COC(C)(C)C, CCCCCCCC[N+](C)(CCCCCCCC)CCCCCCCC, COC1CCCC1, [Cl-], CC(C)(C)OC(=O)C1(Cl)CC1F, [Na+], O. Product: CC(C)(C)OC(=O)C1CC1F. As a reaction SMILES: [BH4-:13].[C:16]([O:17][CH3:18])([CH3:19])([CH3:20])[CH3:21].[CH2:23]([N+:24]([CH2:25][CH2:26][CH2:27][CH2:28][CH2:29][CH2:30][CH2:31][CH3:32])([CH2:33][CH2:34][CH2:35][CH2:36][CH2:37][CH2:38][CH2:39][CH3:40])[CH3:41])[CH2:42][CH2:43][CH2:44][CH2:45][CH2:46][CH2:47][CH3:48].[CH3:49][O:50][CH:51]1[CH2:52][CH2:53][CH2:54][CH2:55]1.[Cl-:22].[Cl:1][C:2]1([C:6](=[O:7])[O:8][C:9]([CH3:10])([CH3:11])[CH3:12])[CH:3]([F:5])[CH2:4]1.[Na+:14].[OH2:15]>>[CH:2]1([C:6](=[O:7])[O:8][C:9]([CH3:10])([CH3:11])[CH3:12])[CH:3]([F:5])[CH2:4]1. Reactants: [OH-].[K+] (KOH), C1(=CC=CC=C1)CC(=O)OC (methyl phenylacetate), C1=CC=C(C=C1)P(C2=CC=CC=C2)C3=CC=CC=C3 (PPh3). Yields the product C1(=CC=CC=C1)CC(=O)[O-].[K+] (potassium phenylacetate). Yield: 92.0%. As a reaction SMILES: [OH-].[K+:2].C1C=CC(P(C2C=CC=CC=2)C2C=CC=CC=2)=CC=1.[C:22]1([CH2:28][C:29]([O:31]C)=[O:30])[CH:27]=[CH:26][CH:25]=[CH:24][CH:23]=1>>[C:22]1([CH2:28][C:29]([O-:31])=[O:30])[CH:27]=[CH:26][CH:25]=[CH:24][CH:23]=1.[K+:2] |f:0.1,4.5|. Reported procedure: Under the reaction conditions described in Example 1, 64 ml KOH and 19.2 ml PPh3 were added over 43 min. After five more minutes, the reactor was cooled and vented. A 92% yield of potassium phenylacetate and 4% methyl phenylacetate was obtained on a nearly quantitative conversion. 98% of the stiochiometric amount of KOH was added.